The task is: describe an organic reaction: reactants, conditions, products, and yield. This data is from the Open Reaction Database (ORD), a public repository of structured organic reaction records. The reactants are FC1=CC=C(CC=2CS[C@H]3N(C2C(=O)OC(C)(C)C)C(C3NC(CC=3SC=CC3)=O)=O)C=C1 (t-Butyl 3-p-fluorobenzyl-7-(2-thienylacetamido)-3-cephem-4-carboxylate), FC(C(=O)O)(F)F (trifluoroacetic acid). Yields the product FC1=CC=C(CC=2CS[C@H]3N(C2C(=O)O)C(C3NC(CC=3SC=CC3)=O)=O)C=C1 (3-p-fluorobenzyl-7-(2-thienylacetamido)- 3-cephem-4-carboxylic acid). As a reaction SMILES: [F:1][C:2]1[CH:33]=[CH:32][C:5]([CH2:6][C:7]2[CH2:8][S:9][C@@H:10]3[CH:21]([NH:22][C:23](=[O:30])[CH2:24][C:25]4[S:26][CH:27]=[CH:28][CH:29]=4)[C:20](=[O:31])[N:11]3[C:12]=2[C:13]([O:15]C(C)(C)C)=[O:14])=[CH:4][CH:3]=1.FC(F)(F)C(O)=O>>[F:1][C:2]1[CH:3]=[CH:4][C:5]([CH2:6][C:7]2[CH2:8][S:9][C@@H:10]3[CH:21]([NH:22][C:23](=[O:30])[CH2:24][C:25]4[S:26][CH:27]=[CH:28][CH:29]=4)[C:20](=[O:31])[N:11]3[C:12]=2[C:13]([OH:15])=[O:14])=[CH:32][CH:33]=1. Procedure details: t-Butyl 3-p-fluorobenzyl-7-(2-thienylacetamido)-3-cephem-4-carboxylate (X) (36 mg) was treated with trifluoroacetic acid (5 ml) at room temperature for 40 minutes. The excess trifluoroacetic acid was distilled off azeotropically with dry benzene to give the free acid (XII) as a foam νmax (CHCl3) 1770, 1705, 1680 cm-1 Run in O1CCCC1 (tetrahydrofuran), O1CCCC1 (tetrahydrofuran). The reactants are COC(=O)NCCN1CCC(CC1)N1C=C(C2=CC(=CC=C12)C)C1=CC=C(C=C1)F (1-(1-(N-methoxycarbonyl-2-aminoethyl)-4-piperidyl)-3-(4-fluorophenyl)-5-methyl-1H-indole), [H-].[Al+3].[Li+].[H-].[H-].[H-] (lithium aluminum hydride), O (water), [OH-].[Na+] (NaOH), O (water). RXN SMILES: CO[C:3]([NH:5][CH2:6][CH2:7][N:8]1[CH2:13][CH2:12][CH:11]([N:14]2[C:22]3[C:17](=[CH:18][C:19]([CH3:23])=[CH:20][CH:21]=3)[C:16]([C:24]3[CH:29]=[CH:28][C:27]([F:30])=[CH:26][CH:25]=3)=[CH:15]2)[CH2:10][CH2:9]1)=O.[H-].[Al+3].[Li+].[H-].[H-].[H-].O.[OH-].[Na+]>O1CCCC1>[CH3:3][NH:5][CH2:6][CH2:7][N:8]1[CH2:9][CH2:10][CH:11]([N:14]2[C:22]3[C:17](=[CH:18][C:19]([CH3:23])=[CH:20][CH:21]=3)[C:16]([C:24]3[CH:25]=[CH:26][C:27]([F:30])=[CH:28][CH:29]=3)=[CH:15]2)[CH2:12][CH2:13]1 |f:1.2.3.4.5.6,8.9|. Reported procedure: A solution of the crude 1-(1-(N-methoxycarbonyl-2-aminoethyl)-4-piperidyl)-3-(4-fluorophenyl)-5-methyl-1H-indole (8.8 g) in dry tetrahydrofuran (75 ml) was added to a suspension of lithium aluminum hydride (2 g) in dry tetrahydrofuran (75 ml) during 15 min and the reaction mixture was refluxed for 1.5 h. After cooling on an ice bath water (4 ml), 4N aqueous NaOH (2.5 ml) and water (10 ml) were added, succesively. The precipitate was filtered off, the solution was dried (Na2SO4) and the solvents ... The product is CNCCN1CCC(CC1)N1C=C(C2=CC(=CC=C12)C)C1=CC=C(C=C1)F (1-[1-(N-Methyl-2-aminoethyl)-4-piperidyl]-3-(4-fluorophenyl)-5-methyl-1H-indole). The reactants are C(#N)C=1C=CC(=C(C1)S(=O)[O-])[C@H]1N(C(N(C(=C1C#N)C)C1=CC(=CC=C1)C(F)(F)F)=O)C.[Na+] (Sodium 5-cyano-2-{(4S)-5-cyano-3,6-dimethyl-2-oxo-1-[3-(trifluoromethyl)phenyl]-1,2,3,4-tetrahydropyrimidin-4-yl}benzenesulfinate), COCCBr (2-Bromoethyl methyl ether). Solvent: CN(C)C=O (DMF). Run at temperature 115 celsius. The product is C(#N)C1=CC(=C(C=C1)[C@H]1N(C(N(C(=C1C#N)C)C1=CC(=CC=C1)C(F)(F)F)=O)C)S(=O)(=O)CCOC ((4S)-4-{4-Cyano-2-[(2-methoxyethyl)sulfonyl]phenyl}-3,6-dimethyl-2-oxo-1-[3-(trifluoromethyl)phenyl]-1,2,3,4-tetrahydropyrimidine-5-carbonitrile). Reaction SMILES: [C:1]([C:3]1[CH:4]=[CH:5][C:6]([C@@H:12]2[C:17]([C:18]#[N:19])=[C:16]([CH3:20])[N:15]([C:21]3[CH:26]=[CH:25][CH:24]=[C:23]([C:27]([F:30])([F:29])[F:28])[CH:22]=3)[C:14](=[O:31])[N:13]2[CH3:32])=[C:7]([S:9]([O-:11])=[O:10])[CH:8]=1)#[N:2].[Na+].[CH3:34][O:35][CH2:36][CH2:37]Br>CN(C=O)C>[C:1]([C:3]1[CH:4]=[CH:5][C:6]([C@@H:12]2[C:17]([C:18]#[N:19])=[C:16]([CH3:20])[N:15]([C:21]3[CH:26]=[CH:25][CH:24]=[C:23]([C:27]([F:29])([F:30])[F:28])[CH:22]=3)[C:14](=[O:31])[N:13]2[CH3:32])=[C:7]([S:9]([CH2:37][CH2:36][O:35][CH3:34])(=[O:11])=[O:10])[CH:8]=1)#[N:2] |f:0.1|. Procedure: The reaction was carried out under argon. Sodium 5-cyano-2-{(4S)-5-cyano-3,6-dimethyl-2-oxo-1-[3-(trifluoromethyl)phenyl]-1,2,3,4-tetrahydropyrimidin-4-yl}benzenesulfinate (100 mg, 73 μmol; purity 32%) was suspended in DMF (0.5 ml). 2-Bromoethyl methyl ether (148 mg, 1.06 mmol) was then added, and the mixture was heated in a closed tube at 115° C. for 15 h. The mixture was then filtered, and the filtrate was concentrated under reduced pressure. The residue was purified by preparative HPLC (colum... The reactants are BrC(C)C1(OCC(CO1)(C)C)C1=CC=C(C=C1)O (2-(1'-bromoethyl)-5,5-dimethyl-2-(4'-hydroxyphenyl)-1,3-dioxane), C([O-])([O-])=O.[K+].[K+] (potassium carbonate), solution, Cl (HCl). Reagents/catalysts: [Br-].C(CCC)[N+](CCCC)(CCCC)CCCC (tetrabutylammonium bromide). Solvent: CN(C=O)C (dimethylformamide). Conditions: temperature 90 celsius, time 36 hour. Yields the product OC1=CC=C(C=C1)C(C(=O)O)C (2-(4'-hydroxyphenyl)-propionic acid). Isolated yield 30.0%. Reaction SMILES: Br[CH:2]([C:4]1([C:12]2[CH:17]=[CH:16][C:15]([OH:18])=[CH:14][CH:13]=2)OCC(C)(C)CO1)C.[C:19](=O)([O-:21])[O-:20].[K+].[K+].Cl>[Br-].C([N+](CCCC)(CCCC)CCCC)CCC.CN(C)C=O>[OH:18][C:15]1[CH:14]=[CH:13][C:12]([CH:4]([CH3:2])[C:19]([OH:21])=[O:20])=[CH:17][CH:16]=1 |f:1.2.3,5.6|. Procedure details: A mixture of 2-(1'-bromoethyl)-5,5-dimethyl-2-(4'-hydroxyphenyl)-1,3-dioxane (3.15 g; 0.01 mole), potassium carbonate (6.8 g; 0.05 mole), tetrabutylammonium bromide (0.06 g; 0.0002 mole) in dimethylformamide (30 ml) is heated while being stirred for 36 hours at 90° C. The mixture is then cooled to room temperature, poured into a 1N solution of HCl (300 ml), and extracted with toluene. The organic phase is evaporated and the residue is hydrolyzed as in Example 1c, to obtain 2-(4'-hydroxyphenyl)-p...